From a dataset of the Open Reaction Database (ORD), a public repository of structured organic reaction records. describe an organic reaction: reactants, conditions, products, and yield Reactants: ClB(Cl)Cl, CO, ClCCl, CNC(=O)c1c(-c2ccc(F)cc2)oc2ccc(-c3cc(C(=O)OC)c(OC)cc3C)cc12. Reaction SMILES: [B:34]([Cl:35])([Cl:36])[Cl:37].[CH3:38][OH:39].[Cl:40][CH2:41][Cl:42].[F:1][c:2]1[cH:3][cH:4][c:5](-[c:8]2[o:9][c:10]3[c:11]([c:12]2[C:13]([NH:14][CH3:15])=[O:16])[cH:17][c:18](-[c:21]2[c:22]([CH3:33])[cH:23][c:24]([O:31][CH3:32])[c:25]([C:26](=[O:27])[O:28][CH3:29])[cH:30]2)[cH:19][cH:20]3)[cH:6][cH:7]1>>[F:1][c:2]1[cH:3][cH:4][c:5](-[c:8]2[o:9][c:10]3[c:11]([c:12]2[C:13]([NH:14][CH3:15])=[O:16])[cH:17][c:18](-[c:21]2[c:22]([CH3:33])[cH:23][c:24]([OH:31])[c:25]([C:26](=[O:27])[O:28][CH3:29])[cH:30]2)[cH:19][cH:20]3)[cH:6][cH:7]1. The product is CNC(=O)c1c(-c2ccc(F)cc2)oc2ccc(-c3cc(C(=O)OC)c(O)cc3C)cc12. Reactants: CCN(C(C)C)C(C)C, CN(C)CCCN, CN(C)C=O, COc1cc(C(=O)O)ccc1Nc1ncc2c(n1)N(CCCc1ccccc1)CC(F)(F)C(=O)N2C, O. The product is COc1cc(C(=O)NCCCN(C)C)ccc1Nc1ncc2c(n1)N(CCCc1ccccc1)CC(F)(F)C(=O)N2C. As a reaction SMILES: [CH2:37]([N:38]([CH:39]([CH3:40])[CH3:41])[CH:42]([CH3:43])[CH3:44])[CH3:45].[CH3:46][N:47]([CH2:48][CH2:49][CH2:50][NH2:51])[CH3:52].[CH3:53][N:54]([CH3:55])[CH:56]=[O:57].[F:1][C:2]1([F:36])[C:3](=[O:35])[N:4]([CH3:34])[c:5]2[c:6]([n:18][c:19]([NH:22][c:23]3[c:24]([O:32][CH3:33])[cH:25][c:26]([C:27](=[O:28])[OH:29])[cH:30][cH:31]3)[n:20][cH:21]2)[N:7]([CH2:9][CH2:10][CH2:11][c:12]2[cH:13][cH:14][cH:15][cH:16][cH:17]2)[CH2:8]1.[OH2:58]>>[F:1][C:2]1([F:36])[C:3](=[O:35])[N:4]([CH3:34])[c:5]2[c:6]([n:18][c:19]([NH:22][c:23]3[c:24]([O:32][CH3:33])[cH:25][c:26]([C:27](=[O:29])[NH:51][CH2:50][CH2:49][CH2:48][N:47]([CH3:46])[CH3:52])[cH:30][cH:31]3)[n:20][cH:21]2)[N:7]([CH2:9][CH2:10][CH2:11][c:12]2[cH:13][cH:14][cH:15][cH:16][cH:17]2)[CH2:8]1. Reactants: C(=O)O.NCCC1=CC=C(NC2CCN(CC2)C(=O)NCCC(=O)NC2=CC=C(C=C2)F)C=C1 (4-[4-(2-Aminoethyl)anilino]-N-[3-(4-fluoroanilino)-3-oxopropyl]-1-piperidinecarboxamide formate), C(C)(C)(C)[Si](C1=CC=CC=C1)(C1=CC=CC=C1)OC1=CC=C(C=C1)OCC1OC1 (tert-butyl-(4-oxiranylmethoxy-phenoxy)-diphenyl-silane). Yields the product FC1=CC=C(C=C1)NC(=O)CCNC(=O)N1CCC(CC1)NC1=CC=C(C=C1)CCNC[C@@H](COC1=CC=C(C=C1)O)O (4-(4-{2-[(2S)-2-Hydroxy-3-(4-hydroxy-phenoxy)-propylamino]-ethyl}-phenylamino)-piperidine-1-carboxylic acid [2-(4-fluoro-phenylcarbamoyl)-ethyl]-amide). Reaction SMILES: C(O)=O.[NH2:4][CH2:5][CH2:6][C:7]1[CH:34]=[CH:33][C:10]([NH:11][CH:12]2[CH2:17][CH2:16][N:15]([C:18]([NH:20][CH2:21][CH2:22][C:23]([NH:25][C:26]3[CH:31]=[CH:30][C:29]([F:32])=[CH:28][CH:27]=3)=[O:24])=[O:19])[CH2:14][CH2:13]2)=[CH:9][CH:8]=1.C([Si]([O:52][C:53]1[CH:58]=[CH:57][C:56]([O:59][CH2:60][CH:61]2[CH2:63][O:62]2)=[CH:55][CH:54]=1)(C1C=CC=CC=1)C1C=CC=CC=1)(C)(C)C>>[F:32][C:29]1[CH:28]=[CH:27][C:26]([NH:25][C:23]([CH2:22][CH2:21][NH:20][C:18]([N:15]2[CH2:14][CH2:13][CH:12]([NH:11][C:10]3[CH:9]=[CH:8][C:7]([CH2:6][CH2:5][NH:4][CH2:63][C@H:61]([OH:62])[CH2:60][O:59][C:56]4[CH:57]=[CH:58][C:53]([OH:52])=[CH:54][CH:55]=4)=[CH:34][CH:33]=3)[CH2:17][CH2:16]2)=[O:19])=[O:24])=[CH:31][CH:30]=1 |f:0.1|. Procedure details: 4-[4-(2-Aminoethyl)anilino]-N-[3-(4-fluoroanilino)-3-oxopropyl]-1-piperidinecarboxamide formate (0.28 g, 0.6 mmol) was reacted with tert-butyl-(4-oxiranylmethoxy-phenoxy)-diphenyl-silane according to Procedure G to give the title compound (0.11 g, 0.13 mmol).